Dataset: the Open Reaction Database (ORD), a public repository of structured organic reaction records. Task: describe an organic reaction: reactants, conditions, products, and yield Reactants: FC(OC1=CC=C(C=C1)CN)(F)F ((4-(trifluoromethoxy)phenyl)methanamine), COC1=C(C=O)C=CC=C1 (2-methoxybenzaldehyde). Yields the product COC1=C(C=CC=C1)C1CCCC(N1CC1=CC=C(C=C1)OC(F)(F)F)=O (6-(2-methoxyphenyl)-1-(4-(trifluoromethoxy)benzyl)piperidin-2-one). Procedure: Prepared according to the described general procedure 6 (GP6) with commercially available (4-(trifluoromethoxy)phenyl)methanamine and commercially available 2-methoxybenzaldehyde. Subsequent purification by preparative HPLC afforded the target compound. LC-MS (conditions H): tR=1.37 min.; [M+H]+: 379.75 g/mol. As a reaction SMILES: [F:1][C:2]([F:13])([F:12])[O:3][C:4]1[CH:9]=[CH:8][C:7]([CH2:10][NH2:11])=[CH:6][CH:5]=1.[CH3:14][O:15][C:16]1[CH:23]=[CH:22][CH:21]=[CH:20][C:17]=1[CH:18]=O>>[CH3:14][O:15][C:16]1[CH:23]=[CH:22][CH:21]=[CH:20][C:17]=1[CH:18]1[N:11]([CH2:10][C:7]2[CH:6]=[CH:5][C:4]([O:3][C:2]([F:12])([F:13])[F:1])=[CH:9][CH:8]=2)[C:4](=[O:3])[CH2:5][CH2:6][CH2:7]1.